From a dataset of the Open Reaction Database (ORD), a public repository of structured organic reaction records. describe an organic reaction: reactants, conditions, products, and yield The reactants are C(C1=CC=CC=C1)OC(=O)N1CC(C1)C(=O)O (1-[(benzyloxy)carbonyl]azetidine-3-carboxylic acid), O=S(Cl)Cl (SOCl2), CCN(C(C)C)C(C)C (DIPEA), C1(CCC1)N1CCNCC1 (1-cyclobutylpiperazine). The solvent is ClCCl (dichloromethane). Conditions: time 18 hour. Yields the product C1(CCC1)N1CCN(CC1)C(=O)C1CN(C1)C(=O)OCC1=CC=CC=C1 (benzyl 3-[(4-cyclobutylpiperazin-1-yl)carbonyl]azetidine-1-carboxylate). Isolated yield 34.3%. As a reaction SMILES: [CH2:1]([O:8][C:9]([N:11]1[CH2:14][CH:13]([C:15]([OH:17])=O)[CH2:12]1)=[O:10])[C:2]1[CH:7]=[CH:6][CH:5]=[CH:4][CH:3]=1.O=S(Cl)Cl.[CH:22]1([N:26]2[CH2:31][CH2:30][NH:29][CH2:28][CH2:27]2)[CH2:25][CH2:24][CH2:23]1.CCN(C(C)C)C(C)C>ClCCl>[CH:22]1([N:26]2[CH2:31][CH2:30][N:29]([C:15]([CH:13]3[CH2:12][N:11]([C:9]([O:8][CH2:1][C:2]4[CH:3]=[CH:4][CH:5]=[CH:6][CH:7]=4)=[O:10])[CH2:14]3)=[O:17])[CH2:28][CH2:27]2)[CH2:25][CH2:24][CH2:23]1. Procedure: To a stirred solution of 1-[(benzyloxy)carbonyl]azetidine-3-carboxylic acid (250 mg, 1.06 mmol) in dichloromethane (2 mL) at RT was added SOCl2 (115 μL, 1.59 mmol). The mixture was stirred for 18 hours before volatiles were removed at reduced pressure. The residue was then dissolved in dichlormethane (3 mL) and 1-cyclobutylpiperazine (115 mg, 1.28 mmol) followed by DIPEA (940 μL, 5.31 mmol) added. The mixture was stirred at RT for 4 hours and then quenched with saturated aq. NaHCO3 (1 mL). The a...